Dataset: the Open Reaction Database (ORD), a public repository of structured organic reaction records. Task: describe an organic reaction: reactants, conditions, products, and yield Starting materials: NC=1C=CC2=C([C@H](CCC3=C2C(=C(C(=C3)OC)OC)OC)NC(C)=O)C1 (N-[(5S)-3-amino-9,10,11-trimethoxy-6,7-dihydro-5H-dibenzo[a,c]cyclohepten-5-yl]acetamide), ice, Cl (hydrochloric acid), Cl (hydrochloric acid), N(=O)[O-].[Na+] (sodium nitrite), Cl (hydrochloric acid). The reagents and catalysts are [Cu]Cl (copper(I) chloride). Run in C(C)O (ethanol), O (water), O (water). Conditions: temperature 0 celsius, time 1 hour. Product: ClC=1C=CC2=C([C@H](CCC3=C2C(=C(C(=C3)OC)OC)OC)NC(C)=O)C1 (N-[(5S)-3-chloro-9,10,11-trimethoxy-6,7-dihydro-5H-dibenzo[a,c]cyclohepten-5-yl]acetamide). Yield: 46.0%. RXN SMILES: N[C:2]1[CH:3]=[CH:4][C:5]2[C:11]3[C:12]([O:20][CH3:21])=[C:13]([O:18][CH3:19])[C:14]([O:16][CH3:17])=[CH:15][C:10]=3[CH2:9][CH2:8][C@H:7]([NH:22][C:23](=[O:25])[CH3:24])[C:6]=2[CH:26]=1.N([O-])=O.[Na+].[ClH:31]>C(O)C.O.[Cu]Cl>[Cl:31][C:2]1[CH:3]=[CH:4][C:5]2[C:11]3[C:12]([O:20][CH3:21])=[C:13]([O:18][CH3:19])[C:14]([O:16][CH3:17])=[CH:15][C:10]=3[CH2:9][CH2:8][C@H:7]([NH:22][C:23](=[O:25])[CH3:24])[C:6]=2[CH:26]=1 |f:1.2|. Procedure details: A solution of N-[(5S)-3-amino-9,10,11-trimethoxy-6,7-dihydro-5H-dibenzo[a,c]cyclohepten-5-yl]acetamide (0.712 g; 2 mmol) in ethanol (3.75 ml) and 36% hydrochloric acid (1.57 ml) was slowly added into a mixture of ice (6 ml) and 36% hydrochloric acid (1.57 ml). At 0° C. a solution of sodium nitrite (0.14 g; 2 mmol) in water (0.25 ml) was added. The mixture was stirred at 0° C. for 1 hour and then transferred into a separate flask containing a solution of copper(I) chloride (0.218 g; 2.2 mmol) in ... The yield is 98.0%. Run at temperature 0 celsius, time 2 hour. Run in C(Cl)Cl (DCM), C(Cl)Cl (DCM), CCOC(=O)C (EtOAc). Product: CC1=CC2=C(N(C=N2)CC2=CC3=C(N=C(S3)S(=O)C)C=C2)C=C1C (6-((5,6-dimethyl-1H-benzo[d]imidazol-1-yl)methyl)-2-(methylsulfinyl)benzo[d]thiazole). Reported procedure: To a stirred solution of 6-((5,6-dimethyl-1H-benzo[d]imidazol-1-yl)methyl)-2-(methylthio)benzo[d]thiazole (450 mg, 1.32 mmol) from the previous step in DCM (20 mL) at 0° C. was added a solution of meta-chloroperbenzoic acid (270 mg, 1.32 mmol) in DCM (3 mL). After stirring for 2 h at 0° C., the reaction solution was diluted with EtOAc (100 mL) and washed sequentially with saturated aq Na2S2O3, saturated aq NaHCO3, and brine. The organic layer was dried over Na2SO4, filtered, and concentrated und... The reactants are CC1=CC2=C(N(C=N2)CC2=CC3=C(N=C(S3)SC)C=C2)C=C1C (6-((5,6-dimethyl-1H-benzo[d]imidazol-1-yl)methyl)-2-(methylthio)benzo[d]thiazole), ClC1=CC(=CC=C1)C(=O)OO (meta-chloroperbenzoic acid). Reaction SMILES: [CH3:1][C:2]1[C:22]([CH3:23])=[CH:21][C:5]2[N:6]([CH2:9][C:10]3[CH:20]=[CH:19][C:13]4[N:14]=[C:15]([S:17][CH3:18])[S:16][C:12]=4[CH:11]=3)[CH:7]=[N:8][C:4]=2[CH:3]=1.ClC1C=CC=C(C(OO)=[O:32])C=1>C(Cl)Cl.CCOC(C)=O>[CH3:1][C:2]1[C:22]([CH3:23])=[CH:21][C:5]2[N:6]([CH2:9][C:10]3[CH:20]=[CH:19][C:13]4[N:14]=[C:15]([S:17]([CH3:18])=[O:32])[S:16][C:12]=4[CH:11]=3)[CH:7]=[N:8][C:4]=2[CH:3]=1. The reactants are O=C([O-])[O-], COc1c(OC(C)=O)ccc(C=O)c1[N+](=O)[O-], CO, Cl, [K+], [K+], O. The product is COc1c(O)ccc(C=O)c1[N+](=O)[O-]. Reaction SMILES: [C:18](=[O:19])([O-:20])[O-:21].[C:1](=[O:2])([CH3:3])[O:4][c:5]1[c:6]([O:16][CH3:17])[c:7]([N+:13](=[O:14])[O-:15])[c:8]([CH:11]=[O:12])[cH:9][cH:10]1.[CH3:25][OH:26].[ClH:24].[K+:22].[K+:23].[OH2:27]>>[OH:4][c:5]1[c:6]([O:16][CH3:17])[c:7]([N+:13](=[O:14])[O-:15])[c:8]([CH:11]=[O:12])[cH:9][cH:10]1. Product: Nc1cnc(Cl)cc1I. As a reaction SMILES: [C:1]([O:2][C:3](=[O:4])[NH:7][c:8]1[cH:9][n:10][c:11]([Cl:15])[cH:12][c:13]1[I:14])([CH3:5])([CH3:6])[CH3:16].[Cl:24][CH2:25][Cl:26].[ClH:17].[O:18]1[CH2:19][CH2:20][O:21][CH2:22][CH2:23]1>>[NH2:7][c:8]1[cH:9][n:10][c:11]([Cl:15])[cH:12][c:13]1[I:14]. Reactants: CC(C)(C)OC(=O)Nc1cnc(Cl)cc1I, ClCCl, Cl, C1COCCO1. The reactants are ClCCl, Cc1cccc(C)c1C(=O)O, O=[N+]([O-])O, O=S(=O)(O)O. The product is Cc1ccc([N+](=O)[O-])c(C)c1C(=O)O. Reaction SMILES: [CH2:21]([Cl:22])[Cl:23].[CH3:10][c:11]1[c:12]([C:13](=[O:14])[OH:15])[c:16]([CH3:20])[cH:17][cH:18][cH:19]1.[OH:6][N+:7]([O-:8])=[O:9].[S:1](=[O:2])(=[O:3])([OH:4])[OH:5]>>[O-:6][N+:7](=[O:9])[c:19]1[c:11]([CH3:10])[c:12]([C:13](=[O:14])[OH:15])[c:16]([CH3:20])[cH:17][cH:18]1. The reactants are COC(=O)C=1C=2CCN(CC2C=CC1)CC1=CC=C(C=C1)[C@H](C)NC(C)=O (2-[4-((S)-1-Acetylamino-ethyl)-benzyl]-1,2,3,4-tetrahydro-isoquinoline-5-carboxylic acid methyl ester), [OH-].[Na+] (NaOH). Solvent: CO (MeOH). Reaction conditions: temperature 70 celsius, time 1 hour. Yields the product C(C)(=O)N[C@@H](C)C1=CC=C(CN2CC=3C=CC=C(C3CC2)C(=O)O)C=C1 (2-[4-((S)-1-Acetylamino-ethyl)-benzyl]-1,2,3,4-tetrahydro-isoquinoline-5-carboxylic acid). Reaction SMILES: C[O:2][C:3]([C:5]1[C:6]2[CH2:7][CH2:8][N:9]([CH2:15][C:16]3[CH:21]=[CH:20][C:19]([C@@H:22]([NH:24][C:25](=[O:27])[CH3:26])[CH3:23])=[CH:18][CH:17]=3)[CH2:10][C:11]=2[CH:12]=[CH:13][CH:14]=1)=[O:4].[OH-].[Na+]>CO>[C:25]([NH:24][C@H:22]([C:19]1[CH:20]=[CH:21][C:16]([CH2:15][N:9]2[CH2:8][CH2:7][C:6]3[C:5]([C:3]([OH:4])=[O:2])=[CH:14][CH:13]=[CH:12][C:11]=3[CH2:10]2)=[CH:17][CH:18]=1)[CH3:23])(=[O:27])[CH3:26] |f:1.2|. Procedure details: To 560 mg (1.53 mmol) 2-[4-((S)-1-acetylamino-ethyl)-benzyl]-1,2,3,4-tetrahydro-isoquinoline-5-carboxylic acid methyl ester (example XXXVI) in 5 mL MeOH are added 1.68 mL (1.68 mmol) aq. NaOH solution (c=1 mol/L). The reaction mixture is stirred for 1 h at 70° C. After that time, the solvent is partially removed in vacuo and the residue is extracted with DCM. The aq. layer is separated, alkalized with aq. HCl solution (c=1 mol/L) and extracted with EtOAc. The aq. layer was separated and the solv... Starting materials: Cc1ccccc1, O=Cc1ccc2ccccc2c1, Cl, NCCCCCCNS(=O)(=O)c1ccccc1[N+](=O)[O-]. The product is O=[N+]([O-])c1ccccc1S(=O)(=O)NCCCCCCNCc1ccc2ccccc2c1. RXN SMILES: [CH3:34][c:35]1[cH:36][cH:37][cH:38][cH:39][cH:40]1.[CH:22](=[O:23])[c:24]1[cH:25][cH:26][c:27]2[cH:28][cH:29][cH:30][cH:31][c:32]2[cH:33]1.[ClH:1].[NH2:2][CH2:3][CH2:4][CH2:5][CH2:6][CH2:7][CH2:8][NH:9][S:10](=[O:11])(=[O:12])[c:13]1[c:14]([N+:19](=[O:20])[O-:21])[cH:15][cH:16][cH:17][cH:18]1>>[NH:2]([CH2:3][CH2:4][CH2:5][CH2:6][CH2:7][CH2:8][NH:9][S:10](=[O:11])(=[O:12])[c:13]1[c:14]([N+:19](=[O:20])[O-:21])[cH:15][cH:16][cH:17][cH:18]1)[CH2:22][c:24]1[cH:25][cH:26][c:27]2[cH:28][cH:29][cH:30][cH:31][c:32]2[cH:33]1.